Dataset: the Open Reaction Database (ORD), a public repository of structured organic reaction records. Task: describe an organic reaction: reactants, conditions, products, and yield The reactants are OC1=C(C=C(C(=O)O)C=C1)[N+](=O)[O-] (4-hydroxy-3-nitrobenzoic acid), CCCCCC (n-hexane), [Si](C)(C)(C)C=[N+]=[N-] (TMSCHN2). Run in CO.C1=CC=CC=C1 (MeOH benzene). Run at time 4 hour. Yields the product OC1=C(C=C(C(=O)OC)C=C1)[N+](=O)[O-] (methyl 4-hydroxy-3-nitrobenzoate). Yield: 79.0%. Reaction SMILES: [OH:1][C:2]1[CH:10]=[CH:9][C:5]([C:6]([OH:8])=[O:7])=[CH:4][C:3]=1[N+:11]([O-:13])=[O:12].[CH3:14]CCCCC.[Si](C=[N+]=[N-])(C)(C)C>CO.C1C=CC=CC=1>[OH:1][C:2]1[CH:10]=[CH:9][C:5]([C:6]([O:8][CH3:14])=[O:7])=[CH:4][C:3]=1[N+:11]([O-:13])=[O:12] |f:3.4|. Procedure details: To a stirred solution of 4-hydroxy-3-nitrobenzoic acid (3.00 g, 0.0164 mol) in MeOH-benzene (1:4, v/v) was added dropwise 2.0 M-n-hexane solution of TMSCHN2 (8.2 mL, 0.0164 mol) at room temp. After the resulting solution was stirred for 4 hr at room temp, the mixture was evaporated off in vacuo. The oily residue was chromatographed on silica-gel with CHCl3 as eluent to afford 4.23 g (79%) methyl 4-hydroxy-3-nitrobenzoate as a pale yellow crystalline material. Starting materials: Cl.N(C1=CC=CC=C1)C1=CC(=NC2=CC=C3C(=C12)NC=N3)C (9-Anilino-7-methyl-1H-imidazo[4,5-f]quinoline Hydrochloride), C (charcoal), C(C)(C)C1=CC=C(N)C=C1 (p-isopropylaniline), C(C)O (ethanol). Run in C(C)(C)O (isopropanol). The product is O.Cl.C(C)(C)C1=CC=C(NC2=CC(=NC3=CC=C4C(=C23)NC=N4)C)C=C1.C(C)(C)C1=CC=C(NC4=CC(=NC2=CC=C3C(=C42)NC=N3)C)C=C1.Cl (9-(p-Isopropylanilino)-7-methyl-1H-imidazo[4,5-f]quinoline Hydrochloride Hemihydrate). Reaction SMILES: [ClH:1].[NH:2]([C:9]1[C:18]2[C:13](=[CH:14][CH:15]=[C:16]3[N:21]=[CH:20][NH:19][C:17]3=2)[N:12]=[C:11]([CH3:22])[CH:10]=1)[C:3]1[CH:8]=[CH:7][CH:6]=[CH:5][CH:4]=1.[CH:23]([C:26]1[CH:32]=[CH:31][C:29]([NH2:30])=[CH:28][CH:27]=1)([CH3:25])[CH3:24].C([OH:35])C.C>C(O)(C)C>[OH2:35].[ClH:1].[CH:23]([C:6]1[CH:7]=[CH:8][C:3]([NH:2][C:9]2[C:18]3[C:13](=[CH:14][CH:15]=[C:16]4[N:21]=[CH:20][NH:19][C:17]4=3)[N:12]=[C:11]([CH3:22])[CH:10]=2)=[CH:4][CH:5]=1)([CH3:25])[CH3:24].[CH:23]([C:26]1[CH:32]=[CH:31][C:29]([NH:30][C:9]2[C:18]3[C:13](=[CH:14][CH:15]=[C:16]4[N:21]=[CH:20][NH:19][C:17]4=3)[N:12]=[C:11]([CH3:22])[CH:10]=2)=[CH:28][CH:27]=1)([CH3:25])[CH3:24].[ClH:1] |f:0.1,6.7.8.9.10|. Reported procedure: A mixture of the compound of Example I, C. (32.1 g., 0.148 mole), p-isopropylaniline (20 g., 0.148 mole) and ethanol (300 ml.) was stirred while heating at reflux for 4 hours. The mixture was chilled and the crystals were collected by filtration and dried at 60°C to yield 3.6 g. off-white crystals, m.p. 215°-230°C. The filtrate was concentrated to 150 ml. by rotary evaporator and chilled. The solid was collected and dried to yield 29.7 g. off white crystals, m.p. 249°-256°C. A third crop was col... Starting materials: BrC=1N=C2C(=NC1)N(C=C2C(=O)NC(CO)(C)C)COCC[Si](C)(C)C (2-bromo-N-(1-hydroxy-2-methylpropan-2-yl)-5-((2-(trimethylsilyl)ethoxy)methyl)-5H-pyrrolo[2,3-b]pyrazine-7-carboxamide), N1N=C(C2=CC=CC=C12)C1CCN(CC1)C(=O)OC(C)(C)C (tert-butyl 4-(1H-indazol-3-yl)piperidine-1-carboxylate), CC(C)([O-])C.[Na+] (sodium tert-butoxide). The reagents and catalysts are CC(C)([P](C(C)(C)C)([Pd][P](C(C)(C)C)(C(C)(C)C)C(C)(C)C)C(C)(C)C)C (bis(tri-tert-butylphosphine)palladium(0)). The solvent is O1CCOCC1 (dioxane). Run at temperature 125 celsius. Yields the product OCC(C)(C)NC(=O)C1=CN(C2=NC=C(N=C21)N2N=C(C1=CC=CC=C21)C2CCN(CC2)C(=O)OC(C)(C)C)COCC[Si](C)(C)C (tert-butyl 4-(1-(7-(1-hydroxy-2-methylpropan-2-ylcarbamoyl)-5-((2-(trimethylsilyl)ethoxy)methyl)-5H-pyrrolo[2,3-b]pyrazin-2-yl)-1H-indazol-3-yl)piperidine-1-carboxylate). Yield: 88.2%. RXN SMILES: Br[C:2]1[N:3]=[C:4]2[C:10]([C:11]([NH:13][C:14]([CH3:18])([CH3:17])[CH2:15][OH:16])=[O:12])=[CH:9][N:8]([CH2:19][O:20][CH2:21][CH2:22][Si:23]([CH3:26])([CH3:25])[CH3:24])[C:5]2=[N:6][CH:7]=1.[NH:27]1[C:35]2[C:30](=[CH:31][CH:32]=[CH:33][CH:34]=2)[C:29]([CH:36]2[CH2:41][CH2:40][N:39]([C:42]([O:44][C:45]([CH3:48])([CH3:47])[CH3:46])=[O:43])[CH2:38][CH2:37]2)=[N:28]1.CC(C)([O-])C.[Na+]>O1CCOCC1.CC(C)([P](C(C)(C)C)([Pd][P](C(C)(C)C)(C(C)(C)C)C(C)(C)C)C(C)(C)C)C>[OH:16][CH2:15][C:14]([NH:13][C:11]([C:10]1[C:4]2[C:5](=[N:6][CH:7]=[C:2]([N:27]3[C:35]4[C:30](=[CH:31][CH:32]=[CH:33][CH:34]=4)[C:29]([CH:36]4[CH2:41][CH2:40][N:39]([C:42]([O:44][C:45]([CH3:48])([CH3:47])[CH3:46])=[O:43])[CH2:38][CH2:37]4)=[N:28]3)[N:3]=2)[N:8]([CH2:19][O:20][CH2:21][CH2:22][Si:23]([CH3:26])([CH3:25])[CH3:24])[CH:9]=1)=[O:12])([CH3:18])[CH3:17] |f:2.3,^1:63,69|. Reported procedure: To a stirred solution of 2-bromo-N-(1-hydroxy-2-methylpropan-2-yl)-5-((2-(trimethylsilyl)ethoxy)methyl)-5H-pyrrolo[2,3-b]pyrazine-7-carboxamide (150 mg, 338 μmol), tert-butyl 4-(1H-indazol-3-yl)piperidine-1-carboxylate (102 mg, 338 μmol) in dioxane (2.5 mL) was added sodium tert-butoxide (71.5 mg, 744 μmol) and bis(tri-tert-butylphosphine)palladium(0) (17.3 mg, 33.8 μmol). The mixture was degassed then heated in sealed tube at 125° C. for 15 h. The mixture was cooled, filtered through celite, an... Reactants: crude product, Cl (HCl), [H][H] (hydrogen), C(#N)C(C1(CCCCC1)O)C1=CC=C(C=C1)OC (1-[cyano(4-methoxyphenyl)methyl]cyclohexanol), N (ammonia). The reagents and catalysts are [Ni] (Raney nickel). Run in C(C)(=O)OCC (ethyl acetate), CO (methanol). The product is Cl.NCC(C1=CC=C(C=C1)OC)C1(CCCCC1)O (1-[2-amino-1-(4-methoxyphenyl)ethyl]cyclohexanol hydrochloride). Reaction SMILES: [C:1]([CH:3]([C:11]1[CH:16]=[CH:15][C:14]([O:17][CH3:18])=[CH:13][CH:12]=1)[C:4]1([OH:10])[CH2:9][CH2:8][CH2:7][CH2:6][CH2:5]1)#[N:2].N.[H][H].[ClH:22]>[Ni].C(OCC)(=O)C.CO>[ClH:22].[NH2:2][CH2:1][CH:3]([C:4]1([OH:10])[CH2:9][CH2:8][CH2:7][CH2:6][CH2:5]1)[C:11]1[CH:12]=[CH:13][C:14]([O:17][CH3:18])=[CH:15][CH:16]=1 |f:7.8|. Reported procedure: A 5 liter autoclave is charged with 180 g of 1-[cyano(4-methoxyphenyl)methyl]cyclohexanol, 2400 ml of methanol, 600 ml of aqueous ammonia (25% by volume) and 135 g of Raney nickel (pretreated as given under 1a)) and the mixture is subjected to hydrogenation at 27 to 30° C. and 120 psi pressure of hydrogen for 9 to 10 hours. The reaction mixture is filtered through 100 g of the celite and the catalyst bed is washed with 700 ml of methanol. The filtrate is concentrated to get 167.1 g of the crude ... Reactants: NCC1=NC(=C2N=CN(C2=N1)[C@@H]1O[C@@H]([C@H]([C@H]1O)O)COC)NCC(C1=CC=CC=C1)C1=CC=CC=C1 ((2R,3R,4S,5R)-2-{2-(aminomethyl)-6-[(2,2-diphenylethyl)amino]-9H-purin-9-yl}-5-(methoxymethyl)tetrahydro-3,4-furandiol), C1(CCCC1)=O (cyclopentanone), C(C)(=O)O[BH-](OC(C)=O)OC(C)=O.[Na+] (sodium triacetoxyborohydride), C(C)(=O)O (acetic acid). The product is C1(CCCC1)NCC1=NC(=C2N=CN(C2=N1)[C@@H]1O[C@@H]([C@H]([C@H]1O)O)COC)NCC(C1=CC=CC=C1)C1=CC=CC=C1 ((2R,3R,4S,5R)-2-[2-[(Cyclopentylamino)methyl]-6-[(2,2-diphenylethyl)amino]-9H-purin-9-yl]-5-(methoxymethyl)tetrahydro-3,4-furandiol). Yield: 40.9%. As a reaction SMILES: [NH2:1][CH2:2][C:3]1[N:11]=[C:10]2[C:6]([N:7]=[CH:8][N:9]2[C@H:12]2[C@H:16]([OH:17])[C@H:15]([OH:18])[C@@H:14]([CH2:19][O:20][CH3:21])[O:13]2)=[C:5]([NH:22][CH2:23][CH:24]([C:31]2[CH:36]=[CH:35][CH:34]=[CH:33][CH:32]=2)[C:25]2[CH:30]=[CH:29][CH:28]=[CH:27][CH:26]=2)[N:4]=1.[C:37]1(=O)[CH2:41][CH2:40][CH2:39][CH2:38]1.C(O[BH-](OC(=O)C)OC(=O)C)(=O)C.[Na+].C(O)(=O)C>>[CH:37]1([NH:1][CH2:2][C:3]2[N:11]=[C:10]3[C:6]([N:7]=[CH:8][N:9]3[C@H:12]3[C@H:16]([OH:17])[C@H:15]([OH:18])[C@@H:14]([CH2:19][O:20][CH3:21])[O:13]3)=[C:5]([NH:22][CH2:23][CH:24]([C:31]3[CH:36]=[CH:35][CH:34]=[CH:33][CH:32]=3)[C:25]3[CH:26]=[CH:27][CH:28]=[CH:29][CH:30]=3)[N:4]=2)[CH2:41][CH2:40][CH2:39][CH2:38]1 |f:2.3|. Procedure: The title compound was prepared by a similar method to example 6 from (2R,3R,4S,5R)-2-{2-(aminomethyl)-6-[(2,2-diphenylethyl)amino]-9H-purin-9-yl}-5-(methoxymethyl)tetrahydro-3,4-furandiol (example 1) (110 mg, 0.22 mmol), cyclopentanone (18 mg, 0.21 mmol), sodium triacetoxyborohydride (70 mg, 0.33 mmol) and acetic acid (0.14 ml, 0.25 mmol) to afford the title compound as a solid (48 mg). MS: 559 (MH+). The reactants are CCCN(CCC)CC1(O)CCc2ccc(OC)cc21, CO, Cl, [H][H], O. The product is CCCN(CCC)CC1CCc2ccc(OC)cc21. RXN SMILES: [CH2:1]([CH2:2][CH3:3])[N:4]([CH2:5][C:6]1([OH:17])[CH2:7][CH2:8][c:9]2[cH:10][cH:11][c:12]([O:15][CH3:16])[cH:13][c:14]21)[CH2:18][CH2:19][CH3:20].[CH3:24][OH:25].[ClH:21].[H:22][H:23].[OH2:26]>>[CH2:1]([CH2:2][CH3:3])[N:4]([CH2:5][CH:6]1[CH2:7][CH2:8][c:9]2[cH:10][cH:11][c:12]([O:15][CH3:16])[cH:13][c:14]21)[CH2:18][CH2:19][CH3:20].